The task is: describe an organic reaction: reactants, conditions, products, and yield. This data is from the Open Reaction Database (ORD), a public repository of structured organic reaction records. Starting materials: S(O)(O)(=O)=O (sulfuric acid), C=1C=CC(=C(C1)C2=C3C=CC(=O)C=C3OC4=C2C=CC(=C4)O)C(=O)O (Fluorescein), C([O-])(O)=O.[Na+] (sodium bicarbonate). Run in CO (methanol). Conditions: temperature 120 celsius. Yields the product COC(=O)C1=CC=CC=C1C2=C3C=CC(=O)C=C3OC4=C2C=CC(=C4)O (fluorescein methyl ester). Isolated yield 88.2%. As a reaction SMILES: [CH:1]1[CH:2]=[CH:3][C:4]([C:23]([OH:25])=[O:24])=[C:5]([C:7]2[C:17]3[CH:18]=[CH:19][C:20]([OH:22])=[CH:21][C:16]=3[O:15][C:14]3[C:8]=2[CH:9]=[CH:10][C:11]([CH:13]=3)=[O:12])[CH:6]=1.S(=O)(=O)(O)O.[C:31](=O)(O)[O-].[Na+]>CO>[CH3:31][O:24][C:23]([C:4]1[C:5]([C:7]2[C:8]3[CH:9]=[CH:10][C:11]([OH:12])=[CH:13][C:14]=3[O:15][C:16]3[C:17]=2[CH:18]=[CH:19][C:20]([CH:21]=3)=[O:22])=[CH:6][CH:1]=[CH:2][CH:3]=1)=[O:25] |f:2.3|. Procedure: Fluorescein (10 g; 30 mmol) was dispersed in methanol (30 mL) and concentrated sulfuric acid was added slowly. After the addition was complete the mixture was stirred with heating at 120° C. for 14 hours. After cooling the mixture, sodium bicarbonate was added to neutralize the mixture to give a solid. The crude product was filtered and washed with 2% sodium bicarbonate (200 mL), with water (4×) and with 1% acetic acid to give the fluorescein methyl ester (9.2 g, 26.4 mmol, 88.2% yield), m.p. 26... Reactants: CC(C(C(C)O)=O)(C)C (4,4-dimethyl-2-hydroxy-3-pentanone), N1=CC=CC=C1 (pyridine), solution, C(=O)(Cl)Cl (phosgene). Run in C1(=CC=CC=C1)C (toluene), C1(=CC=CC=C1)C (toluene), C1(=CC=CC=C1)C (toluene). Run at time 20 hour. The product is C(C)(C)(C)C1=C(OC(O1)=O)C (5-t-Butyl-4-methyl-1,3-dioxolen-2-one). RXN SMILES: [C:1](Cl)(Cl)=[O:2].[CH3:5][C:6]([CH3:13])([CH3:12])[C:7](=[O:11])[CH:8]([OH:10])[CH3:9].N1C=CC=CC=1>C1(C)C=CC=CC=1>[C:6]([C:7]1[O:11][C:1](=[O:2])[O:10][C:8]=1[CH3:9])([CH3:13])([CH3:12])[CH3:5]. Procedure details: Forty-four g of a 12.5% solution of phosgene in toluene is added over 30 min to a well stirred solution of 4,4-dimethyl-2-hydroxy-3-pentanone (4.85 g, 37.3 mmol) in toluene, 90 ml, at 0°-5° C. Following this addition, a solution of pyridine, 11.4 ml, in toluene, 25 ml, is then added to the cooled reaction mixture over 30 min. After stirring at 20°-25° C. for 20 hours, the reaction mixture is washed with 3N HCl and water saturated with NaCl. The toluene extract is dried over anhydrous sodium sulf... The reactants are BrBr (Bromine), S1C2=C(C=C1C1=NC(=NC=C1)S(=O)(=O)C)C=CC=C2 (4-(benzo[b]thiophen-2-yl)-2-(methylsulfonyl)pyrimidine). The solvent is C(C)(=O)O (acetic acid). Reaction conditions: time 15 hour. The product is BrC=1C2=C(SC1C1=NC(=NC=C1)S(=O)(=O)C)C=CC=C2 (4-(3-Bromobenzo[b]thiophen-2-yl)-2-(methylsulfonyl)pyrimidine). The yield is 80.6%. As a reaction SMILES: [Br:1]Br.[S:3]1[C:7]([C:8]2[CH:13]=[CH:12][N:11]=[C:10]([S:14]([CH3:17])(=[O:16])=[O:15])[N:9]=2)=[CH:6][C:5]2[CH:18]=[CH:19][CH:20]=[CH:21][C:4]1=2>C(O)(=O)C>[Br:1][C:6]1[C:5]2[CH:18]=[CH:19][CH:20]=[CH:21][C:4]=2[S:3][C:7]=1[C:8]1[CH:13]=[CH:12][N:11]=[C:10]([S:14]([CH3:17])(=[O:16])=[O:15])[N:9]=1. Procedure: Bromine (0.48 g, 3.02 mmol)was slowly added at rt to a mixture of 4-(benzo[b]thiophen-2-yl)-2-(methylsulfonyl)pyrimidine (0.73 g, 2.52 mmol) in acetic acid (20 mL). The resulting mixture was stirred at rt for 15 h and then heated at 60° C. for 5 h. After cooling to rt, acetic acid was removed in vacuo. 100 mL of saturated sodium bicarbonate was added and the mixture was extracted with dichloromethane 3×100 mL). ). The combined organic layer was washed with brine (200 mL), dried over anhydrous so... Reactants: Cl.O1CCOCC1 (Hydrogen chloride dioxane), C(C)(=O)NCC=1C=C(C=CC1)C=1N=C(SC1)N=C(NCCOC)N (4-(3-acetylaminomethylphenyl)-2-[[(amino)(2-methoxyethylamino)methylene]amino]thiazole). The solvent is CO (methanol). Reaction conditions: time 3 hour. The product is Cl.C(C)(=O)NCC=1C=C(C=CC1)C=1N=C(SC1)N=C(NCCOC)N (4-(3-acetylaminomethylphenyl)-2-[[(amino)(2-methoxyethylamino)methylene]amino]thiazole hydrochloride). As a reaction SMILES: [ClH:1].O1CCOCC1.[C:8]([NH:11][CH2:12][C:13]1[CH:14]=[C:15]([C:19]2[N:20]=[C:21]([N:24]=[C:25]([NH2:31])[NH:26][CH2:27][CH2:28][O:29][CH3:30])[S:22][CH:23]=2)[CH:16]=[CH:17][CH:18]=1)(=[O:10])[CH3:9]>CO>[ClH:1].[C:8]([NH:11][CH2:12][C:13]1[CH:14]=[C:15]([C:19]2[N:20]=[C:21]([N:24]=[C:25]([NH2:31])[NH:26][CH2:27][CH2:28][O:29][CH3:30])[S:22][CH:23]=2)[CH:16]=[CH:17][CH:18]=1)(=[O:10])[CH3:9] |f:0.1,4.5|. Reported procedure: 4N-Hydrogen chloride/dioxane (10 ml) was added to a suspension of 4-(3-acetylaminomethylphenyl)-2-[[(amino)(2-methoxyethylamino)methylene]amino]thiazole (2.0 g) in methanol (20 ml). The mixture was stirred for 3 hours at room temperature. The resulting precipitate was collected by filtration. Recrystallization from water afforded 4-(3-acetylaminomethylphenyl)-2-[[(amino)(2-methoxyethylamino)methylene]amino]thiazole hydrochloride (0.9 g). Procedure: 1-Methylpiperazine (1.6 g) and 1-vinyl-6-fluoro-7-chloro-4-oxo-1,4-dihydroquinoline-3-carboxylic acid ethyl ester (1.2 g) were added to a 3 ml of pyridine, and the mixture was refluxed for 5 hrs. The reaction mixture was concentrated in vacuo, water was added to the residue, and the mixture was adjusted to pH 4 with acetic acid. After filtering, the filtrate made alkali with sodium hydroxide solution. The crude crystals were recrystallized from a mixture of chloroform and benzene to give 1.0 g (... Reactants: CN1CCNCC1 (1-Methylpiperazine), C(C)OC(=O)C1=CN(C2=CC(=C(C=C2C1=O)F)Cl)C=C (1-vinyl-6-fluoro-7-chloro-4-oxo-1,4-dihydroquinoline-3-carboxylic acid ethyl ester). The yield is 68.6%. RXN SMILES: [CH3:1][N:2]1[CH2:7][CH2:6][NH:5][CH2:4][CH2:3]1.[CH2:8]([O:10][C:11]([C:13]1[C:22](=[O:23])[C:21]2[C:16](=[CH:17][C:18](Cl)=[C:19]([F:24])[CH:20]=2)[N:15]([CH:26]=[CH2:27])[CH:14]=1)=[O:12])[CH3:9]>N1C=CC=CC=1>[CH2:8]([O:10][C:11]([C:13]1[C:22](=[O:23])[C:21]2[C:16](=[CH:17][C:18]([N:5]3[CH2:6][CH2:7][N:2]([CH3:1])[CH2:3][CH2:4]3)=[C:19]([F:24])[CH:20]=2)[N:15]([CH:26]=[CH2:27])[CH:14]=1)=[O:12])[CH3:9]. The product is C(C)OC(=O)C1=CN(C2=CC(=C(C=C2C1=O)F)N1CCN(CC1)C)C=C (1-vinyl-6-fluoro-7-(4-methyl-1-piperazinyl)-4-oxo-1,4-dihydroquinoline-3-carboxylic acid ethyl ester). Run in N1=CC=CC=C1 (pyridine).